This data is from the Open Reaction Database (ORD), a public repository of structured organic reaction records. The task is: describe an organic reaction: reactants, conditions, products, and yield Reactants: ClC=1C=C(CC2C(CCC=3C=CC(=CC23)CCCNS(=O)(=O)CCC)NC(C)C)C=CC1Cl (N-{3-[8-(3,4-Dichlorobenzyl)-7-(propan-2-ylamino)-5,6,7,8-tetrahydronaphthalen-2-yl]propyl}propane-1-sulfonamide), [H][H] (hydrogen). Reagents/catalysts: [OH-].[Pd+2].[OH-] (palladium hydroxide). Solvent: CO (methanol). Yields the product Cl.C(C1=CC=CC=C1)C1C(CCC=2C=CC(=CC12)CCCNS(=O)(=O)CCC)NC(C)C (N-{3-[8-Benzyl-7-(propan-2-ylamino)-5,6,7,8-tetrahydronaphthalen-2-yl]propyl}propane-1-sulfonamide hydrochloride). Reaction SMILES: [Cl:1][C:2]1[CH:3]=[C:4]([CH:30]=[CH:31][C:32]=1Cl)[CH2:5][CH:6]1[C:15]2[CH:14]=[C:13]([CH2:16][CH2:17][CH2:18][NH:19][S:20]([CH2:23][CH2:24][CH3:25])(=[O:22])=[O:21])[CH:12]=[CH:11][C:10]=2[CH2:9][CH2:8][CH:7]1[NH:26][CH:27]([CH3:29])[CH3:28].[H][H]>CO.[OH-].[Pd+2].[OH-]>[ClH:1].[CH2:5]([CH:6]1[C:15]2[CH:14]=[C:13]([CH2:16][CH2:17][CH2:18][NH:19][S:20]([CH2:23][CH2:24][CH3:25])(=[O:21])=[O:22])[CH:12]=[CH:11][C:10]=2[CH2:9][CH2:8][CH:7]1[NH:26][CH:27]([CH3:28])[CH3:29])[C:4]1[CH:30]=[CH:31][CH:32]=[CH:2][CH:3]=1 |f:3.4.5,6.7|. Procedure details: N-{3-[8-(3,4-Dichlorobenzyl)-7-(propan-2-ylamino)-5,6,7,8-tetrahydronaphthalen-2-yl]propyl}propane-1-sulfonamide (70 mg, 0.137 mmol) was dissolved in methanol (1.5 mL) and palladium hydroxide (30 mg, 0.214 mmol) was added. The reaction mixture was heated under reflux in an atmosphere of hydrogen for 6 h. The catalyst was removed by filtration and the crude product was purified by flash chromatography (silica gel, dichloromethane, methanol). The obtained amine was dissolved in dichloromethane (2 ...